This data is from the Open Reaction Database (ORD), a public repository of structured organic reaction records. The task is: describe an organic reaction: reactants, conditions, products, and yield Starting materials: CCO, [Pd], O=[N+]([O-])c1ccc(S(=O)(=O)c2ccccc2)cc1O. As a reaction SMILES: [CH3:20][CH2:21][OH:22].[Pd:23].[c:1]1([S:7](=[O:8])(=[O:9])[c:10]2[cH:11][cH:12][c:13]([N+:17]([O-:18])=[O:19])[c:14]([OH:16])[cH:15]2)[cH:2][cH:3][cH:4][cH:5][cH:6]1>>[c:1]1([S:7](=[O:8])(=[O:9])[c:10]2[cH:11][cH:12][c:13]([NH2:17])[c:14]([OH:16])[cH:15]2)[cH:2][cH:3][cH:4][cH:5][cH:6]1. Yields the product Nc1ccc(S(=O)(=O)c2ccccc2)cc1O. Starting materials: two, BrC=1C=C(C(=NC1)C)N(S(=O)(=O)C)S(=O)(=O)C (N-(5-bromo-2-methylpyridin-3-yl)-N-(methylsulfonyl)methanesulfonamide), C1(=CC=CC=C1)P(C1=CC=CC=2C(C3=CC=CC(=C3OC12)P(C1=CC=CC=C1)C1=CC=CC=C1)(C)C)C1=CC=CC=C1 (4,5-bis(diphenylphosphino)-9,9-dimethylxanthene), CC(C)([O-])C.[Na+] (sodium tert-butoxide), C(C1=CC=CC=C1)(C1=CC=CC=C1)=N (benzophenone imine). The reagents and catalysts are C=1C=CC(=CC1)/C=C/C(=O)/C=C/C2=CC=CC=C2.C=1C=CC(=CC1)/C=C/C(=O)/C=C/C2=CC=CC=C2.C=1C=CC(=CC1)/C=C/C(=O)/C=C/C2=CC=CC=C2.[Pd].[Pd] (tris(dibenzylideneacetone)dipalladium). The solvent is CN(C)C=O (DMF). Reaction conditions: temperature 130 celsius. Product: C1(=CC=CC=C1)C(C1=CC=CC=C1)=NC=1C=C(C(=NC1)C)NS(=O)(=O)C (N-(5-(Diphenylmethyleneamino)-2-Methylpyridin-3-yl)Methanesulfonamide), solid. Reaction SMILES: Br[C:2]1[CH:3]=[C:4]([N:9]([S:14]([CH3:17])(=[O:16])=[O:15])S(C)(=O)=O)[C:5]([CH3:8])=[N:6][CH:7]=1.C1(P(C2C=CC=CC=2)C2C3OC4C(=CC=CC=4P(C4C=CC=CC=4)C4C=CC=CC=4)C(C)(C)C=3C=CC=2)C=CC=CC=1.CC(C)([O-])C.[Na+].[C:66](=[NH:79])([C:73]1[CH:78]=[CH:77][CH:76]=[CH:75][CH:74]=1)[C:67]1[CH:72]=[CH:71][CH:70]=[CH:69][CH:68]=1>C1C=CC(/C=C/C(/C=C/C2C=CC=CC=2)=O)=CC=1.C1C=CC(/C=C/C(/C=C/C2C=CC=CC=2)=O)=CC=1.C1C=CC(/C=C/C(/C=C/C2C=CC=CC=2)=O)=CC=1.[Pd].[Pd].CN(C=O)C>[C:67]1([C:66](=[N:79][C:2]2[CH:3]=[C:4]([NH:9][S:14]([CH3:17])(=[O:16])=[O:15])[C:5]([CH3:8])=[N:6][CH:7]=2)[C:73]2[CH:74]=[CH:75][CH:76]=[CH:77][CH:78]=2)[CH:72]=[CH:71][CH:70]=[CH:69][CH:68]=1 |f:2.3,5.6.7.8.9|. Reported procedure: To two 20 mL microwave vials were added N-(5-bromo-2-methylpyridin-3-yl)-N-(methylsulfonyl)methanesulfonamide (1.300 g, 3.79 mmol) (780 mg each), 4,5-bis(diphenylphosphino)-9,9-dimethylxanthene (Acros) (0.219 g, 0.379 mmol) (121 mg each), tris(dibenzylideneacetone)dipalladium (o) (Strem) (0.173 g, 0.189 mmol) (104 mg each), sodium tert-butoxide (Fluka) (1.092 g, 11.36 mmol) (655 mg), DMF (12 mL each vial), and benzophenone imine (Aldrich) (0.699 mL, 4.17 mmol) (0.420 mL each). Both resulting mix... Reactants: CCI, CC(C)c1ccc(N(Cc2ccc(N(C)C)cc2)C(=O)C2CCCc3ccc(O)cc32)cc1, CN(C)C=O, [H-], [Na+]. Product: CCOc1ccc2c(c1)C(C(=O)N(Cc1ccc(N(C)C)cc1)c1ccc(C(C)C)cc1)CCC2. RXN SMILES: [CH2:34]([CH3:35])[I:36].[CH3:1][N:2]([c:3]1[cH:4][cH:5][c:6]([CH2:9][N:10]([C:11](=[O:12])[CH:13]2[CH2:14][CH2:15][CH2:16][c:17]3[cH:18][cH:19][c:20]([OH:23])[cH:21][c:22]32)[c:24]2[cH:25][cH:26][c:27]([CH:30]([CH3:31])[CH3:32])[cH:28][cH:29]2)[cH:7][cH:8]1)[CH3:33].[CH3:39][N:40]([CH3:41])[CH:42]=[O:43].[H-:37].[Na+:38]>>[CH3:1][N:2]([c:3]1[cH:4][cH:5][c:6]([CH2:9][N:10]([C:11](=[O:12])[CH:13]2[CH2:14][CH2:15][CH2:16][c:17]3[cH:18][cH:19][c:20]([O:23][CH2:34][CH3:35])[cH:21][c:22]32)[c:24]2[cH:25][cH:26][c:27]([CH:30]([CH3:31])[CH3:32])[cH:28][cH:29]2)[cH:7][cH:8]1)[CH3:33].